From a dataset of the Open Reaction Database (ORD), a public repository of structured organic reaction records. describe an organic reaction: reactants, conditions, products, and yield Reactants: CO, Cl, CC(OC(=O)c1cc([N+](=O)[O-])cc([N+](=O)[O-])c1)C1(c2ccc(F)cc2F)CO1, [Na+], [OH-]. Yields the product CC(O)C1(c2ccc(F)cc2F)CO1. RXN SMILES: [CH3:32][OH:33].[ClH:31].[N+:1]([c:2]1[cH:3][c:4]([C:25]([O:9][CH:10]([CH3:11])[C:12]2([c:15]3[c:16]([F:22])[cH:17][c:18]([F:21])[cH:19][cH:20]3)[O:13][CH2:14]2)=[O:26])[cH:5][c:6]([N+:7]([O-:8])=[O:23])[cH:24]1)([O-:27])=[O:28].[Na+:30].[OH-:29]>>[OH:9][CH:10]([CH3:11])[C:12]1([c:15]2[c:16]([F:22])[cH:17][c:18]([F:21])[cH:19][cH:20]2)[O:13][CH2:14]1. Reactants: CCOC(=C1C(=O)Nc2ccc([N+](=O)[O-])cc21)c1ccccc1, CN(C)C=O, Nc1ccc(CN2CCC(Cc3ccccc3)CC2)cc1. Product: O=C1Nc2ccc([N+](=O)[O-])cc2C1=C(Nc1ccc(CN2CCC(Cc3ccccc3)CC2)cc1)c1ccccc1. Reaction SMILES: [CH2:1]([O:2][C:4]([c:5]1[cH:6][cH:7][cH:8][cH:9][cH:10]1)=[C:11]1[C:12](=[O:23])[NH:13][c:14]2[cH:15][cH:16][c:17]([N+:20](=[O:21])[O-:22])[cH:18][c:19]21)[CH3:3].[O:45]=[CH:46][N:47]([CH3:48])[CH3:49].[c:24]1([CH2:30][CH:31]2[CH2:32][CH2:33][N:34]([CH2:37][c:38]3[cH:39][cH:40][c:41]([NH2:42])[cH:43][cH:44]3)[CH2:35][CH2:36]2)[cH:25][cH:26][cH:27][cH:28][cH:29]1>>[C:4]([c:5]1[cH:6][cH:7][cH:8][cH:9][cH:10]1)(=[C:11]1[C:12](=[O:23])[NH:13][c:14]2[cH:15][cH:16][c:17]([N+:20](=[O:21])[O-:22])[cH:18][c:19]21)[NH:42][c:41]1[cH:40][cH:39][c:38]([CH2:37][N:34]2[CH2:33][CH2:32][CH:31]([CH2:30][c:24]3[cH:25][cH:26][cH:27][cH:28][cH:29]3)[CH2:36][CH2:35]2)[cH:44][cH:43]1. The reactants are CC(=O)[O-], Cc1oc(-c2ccccc2)nc1CC#N, [Co], [H][H], [Na+]. The product is Cc1oc(-c2ccccc2)nc1CCN. Reaction SMILES: [CH3:17][C:18](=[O:19])[O-:20].[CH3:1][c:2]1[c:3]([CH2:13][C:14]#[N:15])[n:4][c:5](-[c:7]2[cH:8][cH:9][cH:10][cH:11][cH:12]2)[o:6]1.[Co:23].[H:21][H:22].[Na+:16]>>[CH3:1][c:2]1[c:3]([CH2:13][CH2:14][NH2:15])[n:4][c:5](-[c:7]2[cH:8][cH:9][cH:10][cH:11][cH:12]2)[o:6]1. The reactants are CN1N=CC=C1C#CC1=CC=C(C=C1)C(F)(F)F (1-methyl-5-{[4-(trifluoromethyl)phenyl]ethynyl}-1H-pyrazole). Reagents/catalysts: [C].[Pd] (Palladium carbon). Solvent: CO (methanol). Conditions: time 8 hour. Product: CN1N=CC=C1CCC1=CC=C(C=C1)C(F)(F)F (1-Methyl-5-{2-[4-(trifluoromethyl)phenyl]ethyl}-1H-pyrazole). Yield: 80.3%. RXN SMILES: [CH3:1][N:2]1[C:6]([C:7]#[C:8][C:9]2[CH:14]=[CH:13][C:12]([C:15]([F:18])([F:17])[F:16])=[CH:11][CH:10]=2)=[CH:5][CH:4]=[N:3]1>[C].[Pd].CO>[CH3:1][N:2]1[C:6]([CH2:7][CH2:8][C:9]2[CH:14]=[CH:13][C:12]([C:15]([F:16])([F:18])[F:17])=[CH:11][CH:10]=2)=[CH:5][CH:4]=[N:3]1 |f:1.2|. Procedure details: 10% Palladium carbon (1.00 g) was added to a methanol (150 mL) solution of 1-methyl-5-{[4-(trifluoromethyl)phenyl]ethynyl}-1H-pyrazole (2.33 g), and the obtained solution was then stirred under a hydrogen atmosphere at a room temperature overnight. Thereafter, the reaction solution was filtrated with Celite, and the filtrate was then concentrated under a reduced pressure, so as to obtain the title compound (1.90 g) in the form of a colorless oily substance. Reactants: [OH-].[Na+] (NaOH), COC([C@H](CC1=CN(C2=CC=C(C=C12)OC(C)(C)C(=O)O)C)NC(=O)C1=CC2=C(N(C(=N2)C2=COC=C2)C2CCCCC2)C=C1)=O ((S)-3-[5-(1-Carboxy-1-methyl-ethoxy)-1-methyl-1H-indol-3-yl]-2-{[1-(1-cyclohexyl-2-furan-3-yl-1H-benzimidazol-5-yl)-methanoyl]-amino}-propionic acid methyl ester), C(=O)(C(F)(F)F)O (TFA). Run in CS(=O)C (DMSO). Reaction conditions: time 30 minute. The product is C(=O)(O)C(C)(OC=1C=C2C(=CN(C2=CC1)C)C[C@@H](C(=O)O)NC(=O)C1=CC2=C(N(C(=N2)C2=COC=C2)C2CCCCC2)C=C1)C ((S)-3-[5-(1-Carboxy-1-methyl-ethoxy)-1-methyl-1H-indol-3-yl]-2-{[1-(1-cyclohexyl-2-furan-3-yl-1H-benzimidazol-5-yl)-methanoyl]-amino}-propionic acid). As a reaction SMILES: C[O:2][C:3](=[O:46])[C@@H:4]([NH:23][C:24]([C:26]1[CH:45]=[CH:44][C:29]2[N:30]([CH:38]3[CH2:43][CH2:42][CH2:41][CH2:40][CH2:39]3)[C:31]([C:33]3[CH:37]=[CH:36][O:35][CH:34]=3)=[N:32][C:28]=2[CH:27]=1)=[O:25])[CH2:5][C:6]1[C:14]2[C:9](=[CH:10][CH:11]=[C:12]([O:15][C:16]([C:19]([OH:21])=[O:20])([CH3:18])[CH3:17])[CH:13]=2)[N:8]([CH3:22])[CH:7]=1.[OH-].[Na+].C(O)(C(F)(F)F)=O>CS(C)=O>[C:19]([C:16]([CH3:18])([O:15][C:12]1[CH:13]=[C:14]2[C:9](=[CH:10][CH:11]=1)[N:8]([CH3:22])[CH:7]=[C:6]2[CH2:5][C@H:4]([NH:23][C:24]([C:26]1[CH:45]=[CH:44][C:29]2[N:30]([CH:38]3[CH2:43][CH2:42][CH2:41][CH2:40][CH2:39]3)[C:31]([C:33]3[CH:37]=[CH:36][O:35][CH:34]=3)=[N:32][C:28]=2[CH:27]=1)=[O:25])[C:3]([OH:46])=[O:2])[CH3:17])([OH:21])=[O:20] |f:1.2|. Procedure details: The title compound of example 115 (6 mg) was dissolved in DMSO (0.4 mL) and 2.5N NaOH (0.2 mL) was added. After stirring for 30 min at room temperature, the reaction mixture was acidified with TFA (0.1 mL) and the product of example 116 isolated directly by preparative C18 reversed-phase HPLC. Reactants: C(=O)O.NCC1=CC(CC2=C(C=CC=C12)O)C1=CC=CC=C1 (1-aminomethyl-5-hydroxy-3-phenyl-3,4-dihydronaphthalene formic acid salt), NCC1=CC(CC2=C(C=CC=C12)O)C1=CC=CC=C1 (1-aminomethyl-5-hydroxy-3-phenyl-3,4-dihydronaphthalene), Cl (hydrogen chloride). The solvent is C(C)(=O)OC(C)=O (acetic anhydride). Yields the product Cl.NCC1=CC(CC2=C(C=CC=C12)OC(C)=O)C1=CC=CC=C1 (1-aminomethyl-5-acetoxy-3-phenyl-3,4dihydronaphthalene hydrochloride). Reaction SMILES: C(O)=O.[NH2:4][CH2:5][C:6]1[C:15]2[C:10](=[C:11]([OH:16])[CH:12]=[CH:13][CH:14]=2)[CH2:9][CH:8]([C:17]2[CH:22]=[CH:21][CH:20]=[CH:19][CH:18]=2)[CH:7]=1.NCC1C2[C:29](=[C:30]([OH:35])C=CC=2)CC(C2C=CC=CC=2)C=1.[ClH:42]>C(OC(=O)C)(=O)C>[ClH:42].[NH2:4][CH2:5][C:6]1[C:15]2[C:10](=[C:11]([O:16][C:30](=[O:35])[CH3:29])[CH:12]=[CH:13][CH:14]=2)[CH2:9][CH:8]([C:17]2[CH:22]=[CH:21][CH:20]=[CH:19][CH:18]=2)[CH:7]=1 |f:0.1,5.6|. Procedure: A suspension of 1-aminomethyl-5-hydroxy-3-phenyl-3,4-dihydronaphthalene formic acid salt, the product of Example 2, in acetic anhydride saturated with anhydrous hydrogen chloride is stirred at ambient temperature for 48 h. A solid is collected by filtration and washed with diethyl ether. Crystallization of the crude material is achieved by dissolving the powder in hot ethanol, adding water, filtering the solution hot and allowing it to cool. Filtration and drying of the solid collected affords 1... Reactants: C(C1=CC=CC=C1)[C@H]1CN(CCN1)C1=CC(=C(C=C1)OC)OC1CCCC1 ((S)-3-benzyl-1-(3-cyclopentyloxy-4-methoxy-phenyl)-piperazine), COC(CC1=CN=CO1)=O (oxazol-5-yl-acetic acid methyl ester). The product is C(C1=CC=CC=C1)[C@@H]1N(CCN(C1)C1=CC(=C(C=C1)OC)OC1CCCC1)C(CC1=CN=CO1)=O ((S)-1-(2-benzyl-4-(3-(cyclopentyloxy)-4-methoxyphenyl)piperazin-1-yl)-2-(oxazol-5-yl)ethanone). Yield: 10.0%. Reaction SMILES: [CH2:1]([C@@H:8]1[NH:13][CH2:12][CH2:11][N:10]([C:14]2[CH:19]=[CH:18][C:17]([O:20][CH3:21])=[C:16]([O:22][CH:23]3[CH2:27][CH2:26][CH2:25][CH2:24]3)[CH:15]=2)[CH2:9]1)[C:2]1[CH:7]=[CH:6][CH:5]=[CH:4][CH:3]=1.C[O:29][C:30](=O)[CH2:31][C:32]1[O:36][CH:35]=[N:34][CH:33]=1>>[CH2:1]([C@H:8]1[CH2:9][N:10]([C:14]2[CH:19]=[CH:18][C:17]([O:20][CH3:21])=[C:16]([O:22][CH:23]3[CH2:27][CH2:26][CH2:25][CH2:24]3)[CH:15]=2)[CH2:11][CH2:12][N:13]1[C:30](=[O:29])[CH2:31][C:32]1[O:36][CH:35]=[N:34][CH:33]=1)[C:2]1[CH:3]=[CH:4][CH:5]=[CH:6][CH:7]=1. Procedure details: Prepared using the same procedure described in Example 275 from (S)-3-benzyl-1-(3-cyclopentyloxy-4-methoxy-phenyl)-piperazine and oxazol-5-yl-acetic acid methyl ester with heating for 5 days to afford the title compound as tan solid (13 mg, 10%). LC/MS (Method B) 3.84 min, [M+1]+ 476. Starting materials: OC1CN(CCC1O)C(CN1CCC(CC1)NC(=O)C=1NC2=CC=CC(=C2C1)OCC1=COC2=C1C=C(C=C2)Cl)C (4-(5-chloro-benzofuran-3-ylmethoxy)-1H-indole-2-carboxylic acid {1-[2-(3,4-dihydroxy-piperidin-1-yl)-propyl]-piperidin-4-yl}-amide), C1OCCN2C1C(CCC2)CO ((9RS,9aSR)-1-(Octahydro-pyrido[2,1-c][1,4]oxazin-9-yl)-methanol). The product is C1OCCN2[C@H]1[C@@H](CCC2)CN2CCC(CC2)NC(=O)C=2NC1=CC=CC(=C1C2)OCC2=COC1=C2C=C(C=C1)Cl (4-(5-Chloro-benzofuran-3-ylmethoxy)-1H-indole-2-carboxylic acid {1-[(9S,9aS)-1-(octahydro-pyrido[2,1-c][1,4]oxazin-9-yl)methyl]-piperidin-4-yl}-amide). Reaction SMILES: OC1C(O)CCN(C(C)[CH2:10][N:11]2[CH2:16][CH2:15][CH:14]([NH:17][C:18]([C:20]3[NH:21][C:22]4[C:27]([CH:28]=3)=[C:26]([O:29][CH2:30][C:31]3[C:35]5[CH:36]=[C:37]([Cl:40])[CH:38]=[CH:39][C:34]=5[O:33][CH:32]=3)[CH:25]=[CH:24][CH:23]=4)=[O:19])[CH2:13][CH2:12]2)C1.[CH2:42]1[CH:47]2[CH:48](CO)[CH2:49][CH2:50][CH2:51][N:46]2[CH2:45][CH2:44][O:43]1>>[CH2:42]1[C@@H:47]2[C@H:48]([CH2:10][N:11]3[CH2:16][CH2:15][CH:14]([NH:17][C:18]([C:20]4[NH:21][C:22]5[C:27]([CH:28]=4)=[C:26]([O:29][CH2:30][C:31]4[C:35]6[CH:36]=[C:37]([Cl:40])[CH:38]=[CH:39][C:34]=6[O:33][CH:32]=4)[CH:25]=[CH:24][CH:23]=5)=[O:19])[CH2:13][CH2:12]3)[CH2:49][CH2:50][CH2:51][N:46]2[CH2:45][CH2:44][O:43]1. Reported procedure: This compound is synthesized from the compound 176 (see example 138) and (9RS,9aSR)-1-(octahydro-pyrido[2,1-c][1,4]oxazin-9-yl)-methanol (63) analogously to the method described in example 127. Reactants: [Na] (Sodium), C1COC2(C[C@@H]3CC[C@H]4[C@@H]5C[C@@H]([C@H]([C@@]5(C)CC[C@@H]4[C@]3(CC2)C)N)O)O1 (17α-amino-16β-hydroxy-5α-androstan-3-one ethylene acetal), C(=O)OCC (ethyl formate). Solvent: C(C)O (ethanol). The product is C1COC2(C[C@@H]3CC[C@H]4[C@@H]5C[C@@H]([C@H]([C@@]5(C)CC[C@@H]4[C@]3(CC2)C)NC=O)O)O1 (17α-formamido-16β-hydroxy-5α-androstan-3-one ethylene acetal). RXN SMILES: [Na].[CH2:2]1[O:26][C:5]2([CH2:22][CH2:21][C@@:20]3([CH3:23])[C@@H:7]([CH2:8][CH2:9][C@@H:10]4[C@@H:19]3[CH2:18][CH2:17][C@@:15]3([CH3:16])[C@H:11]4[CH2:12][C@H:13]([OH:25])[C@H:14]3[NH2:24])[CH2:6]2)[O:4][CH2:3]1.[CH:27](OCC)=[O:28]>C(O)C>[CH2:3]1[O:4][C:5]2([CH2:22][CH2:21][C@@:20]3([CH3:23])[C@@H:7]([CH2:8][CH2:9][C@@H:10]4[C@@H:19]3[CH2:18][CH2:17][C@@:15]3([CH3:16])[C@H:11]4[CH2:12][C@H:13]([OH:25])[C@H:14]3[NH:24][CH:27]=[O:28])[CH2:6]2)[O:26][CH2:2]1 |^1:0|. Reported procedure: Sodium (0.37 g) was added to a stirred suspension of 17α-amino-16β-hydroxy-5α-androstan-3-one ethylene acetal (5.5 g) in ethyl formate (55 ml) and ethanol (27.5 ml) and the stirred mixture was heated under reflux for 11/2 h. After removal of the solvent, the residue was dissolved in chloroform and the solution was washed with water and dried (MgSO4). Evaporation of the solvent and crystallisation of the product from chloroform-ethyl acetate gave 17α-formamido-16β-hydroxy-5α-androstan-3-one ethyl... Reactants: CC(C)C(=O)Nc1cccc(C2CCNCC2)c1, CN(C)c1cccc(C=O)c1. Product: CC(C)C(=O)Nc1cccc(C2CCN(Cc3cccc(N(C)C)c3)CC2)c1. Reaction SMILES: [CH3:12][CH:13]([C:14](=[O:15])[NH:16][c:17]1[cH:18][c:19]([CH:23]2[CH2:24][CH2:25][NH:26][CH2:27][CH2:28]2)[cH:20][cH:21][cH:22]1)[CH3:29].[CH3:1][N:2]([c:3]1[cH:4][c:5]([CH:6]=[O:7])[cH:8][cH:9][cH:10]1)[CH3:11]>>[CH3:1][N:2]([c:3]1[cH:4][c:5]([CH2:6][N:26]2[CH2:25][CH2:24][CH:23]([c:19]3[cH:18][c:17]([NH:16][C:14]([CH:13]([CH3:12])[CH3:29])=[O:15])[cH:22][cH:21][cH:20]3)[CH2:28][CH2:27]2)[cH:8][cH:9][cH:10]1)[CH3:11].